Dataset: the Open Reaction Database (ORD), a public repository of structured organic reaction records. Task: describe an organic reaction: reactants, conditions, products, and yield Starting materials: O=C1CC2C(CC(OC(=O)c3ccccc3)C2CO)O1, CC(C)(C)[Si](C)(C)Cl, CN(C)C=O, O=S(=O)(O)O, c1c[nH]cn1. Yields the product CC(C)(C)[Si](C)(C)OCC1C(OC(=O)c2ccccc2)CC2OC(=O)CC21. RXN SMILES: [C:1]([c:2]1[cH:3][cH:4][cH:5][cH:6][cH:7]1)(=[O:8])[O:9][CH:10]1[CH:11]([CH2:19][OH:20])[CH:12]2[CH2:13][C:14](=[O:18])[O:15][CH:16]2[CH2:17]1.[C:26]([CH3:27])([CH3:28])([CH3:29])[Si:30]([CH3:31])([CH3:32])[Cl:33].[CH3:39][N:40]([CH3:41])[CH:42]=[O:43].[S:34](=[O:35])(=[O:36])([OH:37])[OH:38].[nH:21]1[cH:22][cH:23][n:24][cH:25]1>>[C:1]([c:2]1[cH:3][cH:4][cH:5][cH:6][cH:7]1)(=[O:8])[O:9][CH:10]1[CH:11]([CH2:19][O:20][Si:30]([C:26]([CH3:27])([CH3:28])[CH3:29])([CH3:31])[CH3:32])[CH:12]2[CH2:13][C:14](=[O:18])[O:15][CH:16]2[CH2:17]1. The reactants are CC(CCOC1=CC=CC=C1)N(CC)CC (1-methyl-3-phenoxypropyldiethylamine), Br (hydrobromic acid). Run in C(Cl)(Cl)Cl (chloroform). Product: Br.CC(CCBr)N(CC)CC (1-methyl-3-bromopropyldiethylamine hydrobromide). The yield is 78.0%. Reaction SMILES: [CH3:1][CH:2]([N:12]([CH2:15][CH3:16])[CH2:13][CH3:14])[CH2:3][CH2:4]OC1C=CC=CC=1.[BrH:17]>C(Cl)(Cl)Cl>[BrH:17].[CH3:1][CH:2]([N:12]([CH2:15][CH3:16])[CH2:13][CH3:14])[CH2:3][CH2:4][Br:17] |f:3.4|. Procedure: 5 g of the 1-methyl-3-phenoxypropyldiethylamine was reacted with 30 ml of 40% hydrobromic acid at 150° C. for 7 hours with stirring. The reaction solution was cooled, 20 ml of chloroform and was added and then the solution was separated into two phases, which phases were then separated from each other. The hydrobromic acid was removed under reduced pressure and the residue was recrystallized from 5 ml of ethyl alcohol to give 4.88 g of 1-methyl-3-bromopropyldiethylamine hydrobromide in a yield o...